From a dataset of the Open Reaction Database (ORD), a public repository of structured organic reaction records. describe an organic reaction: reactants, conditions, products, and yield Starting materials: O=C(O)C(Br)c1ccccc1, CC#N, CCN(C(C)C)C(C)C, C=CCOC(=O)c1cccc(N)c1. Product: C=CCOC(=O)c1cccc(NC(C(=O)O)c2ccccc2)c1. Reaction SMILES: [Br:1][CH:2]([C:3](=[O:4])[OH:5])[c:6]1[cH:7][cH:8][cH:9][cH:10][cH:11]1.[CH3:34][C:35]#[N:36].[CH:25]([N:26]([CH2:27][CH3:28])[CH:29]([CH3:30])[CH3:31])([CH3:32])[CH3:33].[NH2:12][c:13]1[cH:14][c:15]([C:16](=[O:17])[O:18][CH2:19][CH:20]=[CH2:21])[cH:22][cH:23][cH:24]1>>[CH:2]([C:3](=[O:4])[OH:5])([c:6]1[cH:7][cH:8][cH:9][cH:10][cH:11]1)[NH:12][c:13]1[cH:14][c:15]([C:16](=[O:17])[O:18][CH2:19][CH:20]=[CH2:21])[cH:22][cH:23][cH:24]1. Yields the product Cc1nc(C(Br)Br)nc(C(Br)Br)n1. Reactants: BrC(Br)c1nc(C(Br)Br)nc(C(Br)Br)n1, CC(C)=O, CC(=O)O, [I-], [Na+], [Na+], O, O=S([O-])O. Reaction SMILES: [Br:1][CH:2]([c:3]1[n:4][c:5]([CH:12]([Br:13])[Br:14])[n:6][c:7]([CH:9]([Br:10])[Br:11])[n:8]1)[Br:15].[CH3:24][C:25](=[O:26])[CH3:27].[CH3:28][C:29](=[O:30])[OH:31].[I-:17].[Na+:16].[Na+:22].[OH2:23].[S:18](=[O:19])([OH:20])[O-:21]>>[Br:1][CH:2]([c:3]1[n:4][c:5]([CH:12]([Br:13])[Br:14])[n:6][c:7]([CH3:9])[n:8]1)[Br:15]. The reactants are [Al+3], CCOC(=O)CC1(c2ccc3ccccc3c2)CCN(Cc2ccccc2)CC1, CCOCC, ClCCl, [H-], [H-], [H-], [H-], [Li+], [Na+], [OH-], O. Yields the product OCCC1(c2ccc3ccccc3c2)CCN(Cc2ccccc2)CC1. Reaction SMILES: [Al+3:31].[CH2:1]([c:2]1[cH:3][cH:4][cH:5][cH:6][cH:7]1)[N:8]1[CH2:9][CH2:10][C:11]([c:14]2[cH:15][c:16]3[cH:17][cH:18][cH:19][cH:20][c:21]3[cH:22][cH:23]2)([CH2:24][C:25](=[O:26])[O:27][CH2:28][CH3:29])[CH2:12][CH2:13]1.[CH3:39][CH2:40][O:41][CH2:42][CH3:43].[Cl:44][CH2:45][Cl:46].[H-:30].[H-:33].[H-:34].[H-:35].[Li+:32].[Na+:38].[OH-:37].[OH2:36]>>[CH2:1]([c:2]1[cH:3][cH:4][cH:5][cH:6][cH:7]1)[N:8]1[CH2:9][CH2:10][C:11]([c:14]2[cH:15][c:16]3[cH:17][cH:18][cH:19][cH:20][c:21]3[cH:22][cH:23]2)([CH2:24][CH2:25][OH:26])[CH2:12][CH2:13]1. The reactants are OC1=NC=CN=C1C1=CC=C(C=C1)OC (2-hydroxy-3-p-methoxyphenylpyrazine), P(=O)(Cl)(Cl)Cl (phosphorus oxychloride). Run at time 4 hour. Yields the product ClC1=NC=CN=C1C1=CC=C(C=C1)OC (2-chloro-3-p-methoxyphenylpyrazine). Reaction SMILES: O[C:2]1[C:7]([C:8]2[CH:13]=[CH:12][C:11]([O:14][CH3:15])=[CH:10][CH:9]=2)=[N:6][CH:5]=[CH:4][N:3]=1.P(Cl)(Cl)([Cl:18])=O>>[Cl:18][C:2]1[C:7]([C:8]2[CH:13]=[CH:12][C:11]([O:14][CH3:15])=[CH:10][CH:9]=2)=[N:6][CH:5]=[CH:4][N:3]=1. Procedure: The 2-hydroxy-3-p-methoxyphenylpyrazine is refluxed (120°-130° C.) with excess phosphorus oxychloride under stirring for 3-5 hours. The solution is evaporated to dryness at 50° C. in vacuo, cooled, ice is added, then treated with 10% sodium hydroxide solution, extracted with a suitable solvent such as diethyl ether, the ethereal solution washed with water and evaporated. The crude product is crystallized from a suitable solvent such as ethanol to give 2-chloro-3-p-methoxyphenylpyrazine. Reactants: CC(=O)Nc1ccccc1, COc1cc(Nc2nc3ccccc3nc2N)cc(OC)c1, Clc1ccccc1Cl, O=S(=O)(Cl)Cl, c1ccncc1. The product is COc1cc(Nc2nc3ccccc3nc2NS(=O)(=O)c2cccc(NC(C)=O)c2)cc(OC)c1. As a reaction SMILES: [C:28]([CH3:29])(=[O:30])[NH:31][c:32]1[cH:33][cH:34][cH:35][cH:36][cH:37]1.[CH3:1][O:2][c:3]1[cH:4][c:5]([NH:11][c:12]2[n:13][c:14]3[cH:15][cH:16][cH:17][cH:18][c:19]3[n:20][c:21]2[NH2:22])[cH:6][c:7]([O:9][CH3:10])[cH:8]1.[Cl:38][c:39]1[cH:40][cH:41][cH:42][cH:43][c:44]1[Cl:45].[S:23](=[O:24])(=[O:25])([Cl:26])[Cl:27].[cH:46]1[cH:47][cH:48][n:49][cH:50][cH:51]1>>[CH3:1][O:2][c:3]1[cH:4][c:5]([NH:11][c:12]2[n:13][c:14]3[cH:15][cH:16][cH:17][cH:18][c:19]3[n:20][c:21]2[NH:22][S:23](=[O:24])(=[O:25])[c:36]2[cH:35][cH:34][cH:33][c:32]([NH:31][C:28]([CH3:29])=[O:30])[cH:37]2)[cH:6][c:7]([O:9][CH3:10])[cH:8]1. The reactants are N1CCNCC1 (piperazine), ClC1=NC(=NC(=N1)NC(C(C)(C)C)(C)C)NC(C(C)(C)C)(C)C (2-chloro-4,6-bis[(1,1,2,2-tetramethylpropyl)amino]-s-triazine). Solvent: COCCO (methyl cellosolve). Conditions: temperature 10 celsius. The product is N1(CCNCC1)C1=NC(=NC(=N1)NC(C(C)(C)C)(C)C)NC(C(C)(C)C)(C)C (2-(1-Piperazinyl)-4,6-bis[(1,1,2,2-tetramethylpropyl)amino]-s-triazine). As a reaction SMILES: [NH:1]1[CH2:6][CH2:5][NH:4][CH2:3][CH2:2]1.Cl[C:8]1[N:13]=[C:12]([NH:14][C:15]([CH3:21])([CH3:20])[C:16]([CH3:19])([CH3:18])[CH3:17])[N:11]=[C:10]([NH:22][C:23]([CH3:29])([CH3:28])[C:24]([CH3:27])([CH3:26])[CH3:25])[N:9]=1>COCCO>[N:1]1([C:8]2[N:9]=[C:10]([NH:22][C:23]([CH3:29])([CH3:28])[C:24]([CH3:26])([CH3:27])[CH3:25])[N:11]=[C:12]([NH:14][C:15]([CH3:21])([CH3:20])[C:16]([CH3:19])([CH3:18])[CH3:17])[N:13]=2)[CH2:6][CH2:5][NH:4][CH2:3][CH2:2]1. Procedure details: A 21 g. portion of piperazine in 500 ml. of methyl cellosolve is treated with 17.1 g. of 2-chloro-4,6-bis[(1,1,2,2-tetramethylpropyl)amino]-s-triazine. The mixture is stirred at reflux for 8 hours and then at room temperature. The mixture is filtered and the filtrate is taken to dryness in vacuo. The residue is shaken with 200 ml. of water, filtered, the insolubles collected, washed with 500 ml. of water and dried. The solid is suspended in 500 ml. of boiling ethanol, 150 ml. of methyl cellosolv... Starting materials: C(C1=CC=CC=C1)(C1=CC=CC=C1)(C1=CC=CC=C1)SC[C@H](N)C(=O)O (S-trityl cysteine), [OH-].[Na+] (NaOH), C(OC(C)(C)C)(OC(C)(C)C)=O (di-t-butyl carbonate), C(CC(O)(C(=O)O)CC(=O)O)(=O)O (citric acid). The solvent is O1CCOCC1 (dioxane). Run at time 1 hour. The product is C(=O)(OC(C)(C)C)N[C@@H](CSC(C1=CC=CC=C1)(C1=CC=CC=C1)C1=CC=CC=C1)C(=O)O (N-BOC-S-(triphenylmethyl)-cysteine). RXN SMILES: [C:1]([S:20][CH2:21][C@@H:22]([C:24]([OH:26])=[O:25])[NH2:23])([C:14]1[CH:19]=[CH:18][CH:17]=[CH:16][CH:15]=1)([C:8]1[CH:13]=[CH:12][CH:11]=[CH:10][CH:9]=1)[C:2]1[CH:7]=[CH:6][CH:5]=[CH:4][CH:3]=1.[OH-].[Na+].[C:29](=O)([O:35]C(C)(C)C)[O:30][C:31]([CH3:34])([CH3:33])[CH3:32].C(O)(=O)CC(CC(O)=O)(C(O)=O)O>O1CCOCC1>[C:29]([NH:23][C@H:22]([C:24]([OH:26])=[O:25])[CH2:21][S:20][C:1]([C:8]1[CH:13]=[CH:12][CH:11]=[CH:10][CH:9]=1)([C:14]1[CH:15]=[CH:16][CH:17]=[CH:18][CH:19]=1)[C:2]1[CH:3]=[CH:4][CH:5]=[CH:6][CH:7]=1)([O:30][C:31]([CH3:34])([CH3:33])[CH3:32])=[O:35] |f:1.2|. Procedure: To a solution of S-trityl cysteine (see Hiskey and Adams, J. Org. Chem., 30:1340, (1965)) (36.3 g, 0.10 mol) in dioxane (200 ml) and 1M aqueous NaOH (100 ml, 0.10 mol) was added di-t-butyl carbonate (25.36 g, 0.12 mol). The resulting opaque solution became warm and effervesced and the pH fell from 12 to 8 over one hour. After stirring for 90 min, 50% aqueous citric acid (40 ml) was added and the resulting mixture (pH 4) was extracted with ether. The ether was washed with water, then saturated br... The reactants are C(C)(=O)OC(C)=O (Acetic anhydride), C(C1=CC=CC=C1)(=O)C=1C=C(C(=O)O)C=CC1O (3-benzoyl-4-hydroxybenzoic acid), [OH-].[Na+] (NaOH). Run in O (water). Reaction conditions: temperature 8 celsius, time 1 hour. Product: C(C1=CC=CC=C1)(=O)C=1C=C(C(=O)O)C=CC1OC(C)=O (3-benzoyl-4-acetoxybenzoic acid). Reaction SMILES: [C:1]([O:4][C:5](=O)[CH3:6])(=[O:3])[CH3:2].[C:8]([C:16]1[CH:17]=[C:18]([CH:22]=CC=1O)[C:19]([OH:21])=[O:20])(=[O:15])[C:9]1[CH:14]=[CH:13][CH:12]=[CH:11][CH:10]=1.[OH-].[Na+]>O>[C:8]([C:16]1[CH:17]=[C:18]([CH:22]=[CH:6][C:5]=1[O:4][C:1](=[O:3])[CH3:2])[C:19]([OH:21])=[O:20])(=[O:15])[C:9]1[CH:14]=[CH:13][CH:12]=[CH:11][CH:10]=1 |f:2.3|. Procedure details: Acetic anhydride (10.5 g, 0.103 mmol) was added to a solution of 3-benzoyl-4-hydroxybenzoic acid (12.5 g, 51.6 mole) and NaOH (4.33 g, 0.108 mmol) in 250 ml of water under nitrogen. The clear colorless solution was stirred at 8° C. for one hour. The product separated initially as a colorless oil which soon crystallized to a white solid. The slurry was made strongly acidic by adding concentrated HCl, and was extracted with ether. The ether extract was washed with water, and dried with MgSO4 and e... The reactants are C(C)(C)OCCNC1=CC=C(C(=O)N2CCN(CC2)CCC2=CC=C(C=C2)Cl)C=C1 (1-[4-(2-isopropyloxyethyl)aminobenzoyl]-4-[2-(4-chlorophenyl)ethyl]piperazine), ClCC(=O)Cl (chloroacetyl chloride). Solvent: C(Cl)Cl (CH2Cl2). The product is C(C)(C)OCCN(C(CCl)=O)C1=CC=C(C(=O)N2CCN(CC2)CCC2=CC=C(C=C2)Cl)C=C1 (1-{4-[N-(2-isopropyloxyethyl)-N-chloroacetylamino]benzoyl}-4-[2-(4-chlorophenyl)ethyl]piperazine). As a reaction SMILES: [CH:1]([O:4][CH2:5][CH2:6][NH:7][C:8]1[CH:30]=[CH:29][C:11]([C:12]([N:14]2[CH2:19][CH2:18][N:17]([CH2:20][CH2:21][C:22]3[CH:27]=[CH:26][C:25]([Cl:28])=[CH:24][CH:23]=3)[CH2:16][CH2:15]2)=[O:13])=[CH:10][CH:9]=1)([CH3:3])[CH3:2].[Cl:31][CH2:32][C:33](Cl)=[O:34]>C(Cl)Cl>[CH:1]([O:4][CH2:5][CH2:6][N:7]([C:8]1[CH:30]=[CH:29][C:11]([C:12]([N:14]2[CH2:15][CH2:16][N:17]([CH2:20][CH2:21][C:22]3[CH:27]=[CH:26][C:25]([Cl:28])=[CH:24][CH:23]=3)[CH2:18][CH2:19]2)=[O:13])=[CH:10][CH:9]=1)[C:33](=[O:34])[CH2:32][Cl:31])([CH3:3])[CH3:2]. Procedure details: In a manner analogous to that described in Example 6, the oily 1-{4-[N-(2-isopropyloxyethyl)-N-chloroacetylamino]benzoyl}-4-[2-(4-chlorophenyl)ethyl]piperazine is prepared from 1.35 g of 1-[4-(2-isopropyloxyethyl)aminobenzoyl]-4-[2-(4-chlorophenyl)ethyl]piperazine by reaction with chloroacetyl chloride; IR (CH2Cl2): 1650 cm-1 (broad); NMR (CDCl3): 1.15 (t, 3H), 1.8 (m, 2H), 2.5 (m) and 2.6 (t) (together 6H), 2.8 (t, 2H), 3.4 (m, 6H), 3.85 (m, 6H), 7.15 (d, 2H), 7.3 (m, 4H), 7.5 ppm (d, 2H). Starting materials: O=c1ccccn1C(=S)n1ccccc1=O, COc1cc(N)ccc1-n1cnc(Cl)c1, ClCCl. Yields the product COc1cc(N=C=S)ccc1-n1cnc(Cl)c1. As a reaction SMILES: [C:16](=[S:17])([n:18]1[cH:19][cH:20][cH:21][cH:22][c:23]1=[O:24])[n:25]1[cH:26][cH:27][cH:28][cH:29][c:30]1=[O:31].[Cl:1][c:2]1[n:3][cH:4][n:5](-[c:7]2[c:8]([O:14][CH3:15])[cH:9][c:10]([NH2:11])[cH:12][cH:13]2)[cH:6]1.[Cl:32][CH2:33][Cl:34]>>[Cl:1][c:2]1[n:3][cH:4][n:5](-[c:7]2[c:8]([O:14][CH3:15])[cH:9][c:10]([N:11]=[C:16]=[S:17])[cH:12][cH:13]2)[cH:6]1.